Dataset: the Open Reaction Database (ORD), a public repository of structured organic reaction records. Task: describe an organic reaction: reactants, conditions, products, and yield Starting materials: O=C(n1ccnc1)n1ccnc1, CC(C)N, CC#N, O=C(O)C1CC(=O)N(Cc2ccccc2)C1. The product is CC(C)NC(=O)C1CC(=O)N(Cc2ccccc2)C1. RXN SMILES: [C:17]([n:18]1[cH:19][cH:20][n:21][cH:22]1)([n:23]1[cH:24][cH:25][n:26][cH:27]1)=[O:28].[CH3:29][CH:30]([CH3:31])[NH2:32].[CH3:33][C:34]#[N:35].[O:1]=[C:2]1[CH2:3][CH:4]([C:14](=[O:15])[OH:16])[CH2:5][N:6]1[CH2:7][c:8]1[cH:9][cH:10][cH:11][cH:12][cH:13]1>>[O:1]=[C:2]1[CH2:3][CH:4]([C:14](=[O:16])[NH:32][CH:30]([CH3:29])[CH3:31])[CH2:5][N:6]1[CH2:7][c:8]1[cH:9][cH:10][cH:11][cH:12][cH:13]1. The reactants are ClC=1C=CC(=C(CO)C1)[N+](=O)[O-] (5-chloro-2-nitrobenzyl alcohol), CS(=O)(=O)N(N(C(=O)OCC1=C(C=CC=C1)[N+](=O)[O-])S(=O)(=O)C)CCCl (1,2-Bis(methylsulfonyl)-1-(2-chloroethyl)-2-[(2-nitrobenzyloxy)carbonyl]hydrazine). Yields the product CS(=O)(=O)N(N(C(=O)OCC1=C(C=CC(=C1)Cl)[N+](=O)[O-])S(=O)(=O)C)CCCl (1,2-Bis(methylsulfonyl)-1-(2-chloroethyl)-2-[(5-chloro-2-nitrobenzyloxy)carbonyl]hydrazine). As a reaction SMILES: [Cl:1][C:2]1[CH:3]=[CH:4][C:5]([N+:10]([O-:12])=[O:11])=[C:6]([CH:9]=1)[CH2:7][OH:8].[CH3:13][S:14]([N:17]([CH2:36][CH2:37][Cl:38])[N:18]([S:32]([CH3:35])(=[O:34])=[O:33])[C:19](OCC1C=CC=CC=1[N+]([O-])=O)=[O:20])(=[O:16])=[O:15]>>[CH3:13][S:14]([N:17]([CH2:36][CH2:37][Cl:38])[N:18]([S:32]([CH3:35])(=[O:33])=[O:34])[C:19]([O:8][CH2:7][C:6]1[CH:9]=[C:2]([Cl:1])[CH:3]=[CH:4][C:5]=1[N+:10]([O-:12])=[O:11])=[O:20])(=[O:15])=[O:16]. Procedure details: 1,2-Bis(methylsulfonyl)-1-(2-chloroethyl)-2-[(5-chloro-2-nitrobenzyloxy)carbonyl]hydrazine (compound 13c) was prepared from 5-chloro-2-nitrobenzyl alcohol using a procedure similar to that described for compound 13a. The Mp was approximately 100-102° C., and the yield was approximately 14.6% by weight after recrystallization from ethanol. 1H NMR (acetone-d6): δ 8.2, 8.0 and 7.7 (3H, 2d, s, aromatic H), 5.8 (2H, d, ArCH2), 3.6-4.1 (4H, m, CH2CH2Cl), 3.5 and 3.2 (6H, 2s, 2 CH3SO2). Reactants: [O-2].[In+3].[O-2].[O-2].[In+3] (indium oxide), [In] (indium), [N+](=O)(O)[O-] (nitric acid). The product is [N+](=O)([O-])[O-].[In+3].[N+](=O)([O-])[O-].[N+](=O)([O-])[O-] (indium nitrate). Reaction SMILES: [O-2].[In+3:2].[O-2].[O-2].[In+3].[In].[N+:7]([O-:10])([OH:9])=[O:8]>>[N+:7]([O-:10])([O-:9])=[O:8].[In+3:2].[N+:7]([O-:10])([O-:9])=[O:8].[N+:7]([O-:10])([O-:9])=[O:8] |f:0.1.2.3.4,7.8.9.10|. Reported procedure: For example, Japanese Patent Application Laid-open No. HEI 08-091838 (hereinafter, referred to as Patent Document 1) discloses a method of manufacturing an indium oxide including: a first step of leaching out an indium inclusion with a nitric acid to obtain an indium nitrate solution; a second step of extracting, with an organic solvent, an indium ion from the indium nitrate solution obtained in the first step, and performing back extraction on an extract obtained, to obtain an indium aqueous so... As a reaction SMILES: [CH2:1]([N:2]([S:3]([F:4])([F:5])[F:7])[CH2:6][CH3:8])[CH3:9].[CH:28]([Cl:29])([Cl:30])[Cl:31].[OH2:27].[OH:10][CH2:11][CH2:12][CH2:13][CH2:14][CH2:15][C:16]([C:17]#[N:18])([C:19]#[N:20])[CH2:21][CH2:22][C:23]([F:24])([F:25])[F:26]>>[F:7][CH2:11][CH2:12][CH2:13][CH2:14][CH2:15][C:16]([C:17]#[N:18])([C:19]#[N:20])[CH2:21][CH2:22][C:23]([F:24])([F:25])[F:26]. Reactants: CCN(CC)S(F)(F)F, ClC(Cl)Cl, O, N#CC(C#N)(CCCCCO)CCC(F)(F)F. The product is N#CC(C#N)(CCCCCF)CCC(F)(F)F. Starting materials: ClCCCO (3-Chloro-1-propanol), C1(=CC=C(C=C1)S(=O)(=O)Cl)C (p-toluenesulfonyl chloride), N1=CC=CC=C1 (pyridine), C(=O)(O)[O-].[Na+] (NaHCO3). Reaction SMILES: [Cl:1][CH2:2][CH2:3][CH2:4][OH:5].[C:6]1([CH3:16])[CH:11]=[CH:10][C:9]([S:12](Cl)(=[O:14])=[O:13])=[CH:8][CH:7]=1.N1C=CC=CC=1.C([O-])(O)=O.[Na+]>CC#N>[C:6]1([CH3:16])[CH:11]=[CH:10][C:9]([S:12]([CH:4]([OH:5])[CH2:3][CH2:2][Cl:1])(=[O:14])=[O:13])=[CH:8][CH:7]=1 |f:3.4|. Reported procedure: To 3-Chloro-1-propanol (5.02 mL, 60 mmol) was added CH3CN (200 mL), p-toluenesulfonyl chloride (17 g, 90 mmol) and pyridine (7.3 mL, 90 mmol). The reaction mixture was stirred at room temperature for 12 hours under an atmosphere of argon. Saturated NaHCO3 (200 mL, aq) was added and stirring was continued for 15 minutes. The mixture was then poured into a separatory funnel and extracted several times with CH2Cl2. The CH2Cl2 extracts were combined and dried over Na2SO4. The CH2Cl2 layer was filter... Yields the product C1(=CC=C(C=C1)S(=O)(=O)C(CCCl)O)C (1-(p-Toluenesulfonyl)-3-chloro-1-propanol). Run at time 12 hour. Isolated yield 82.8%. Solvent: CC#N (CH3CN).